describe an organic reaction: reactants, conditions, products, and yield From a dataset of the Open Reaction Database (ORD), a public repository of structured organic reaction records. Reactants: BrBr (bromine), C(C)OC(CC(=O)C=1C=NC=CC1)=O (3-(3-Pyridyl)-3-oxopropionic acid ethyl ester), Br (HBr), BrBr (Bromine). Conditions: time 30 minute. The product is Br.BrC(C(=O)C=1C=NC=CC1)Br (3-(Dibromoacetyl)pyridine Hydrobromide). Yield: 101.6%. As a reaction SMILES: C(OC(=O)[CH2:5][C:6]([C:8]1[CH:9]=[N:10][CH:11]=[CH:12][CH:13]=1)=[O:7])C.[BrH:15].[Br:16]Br>>[BrH:15].[Br:15][CH:5]([Br:16])[C:6]([C:8]1[CH:9]=[N:10][CH:11]=[CH:12][CH:13]=1)=[O:7] |f:3.4|. Reported procedure: 3-(3-Pyridyl)-3-oxopropionic acid ethyl ester (1.95 g, 10.2 mmol) was added dropwise to 47% aqueous HBr solution (3.86 g) under ice-cooling. Bromine (2.2 g, 1.2 equivalent amount relative to 3-(3-pyridyl)-3-oxopropionic acid ethyl ester) was added dropwise at not more than 10° C. After stirring for 30 min, iced-water bath was removed and water (2 ml) and 47% aqueous HBr solution (4 ml) were added. The mixture was stirred at room temperature for 30 min. Furthermore, bromine (2.2 g, 1.2 equivalent...